This data is from the Open Reaction Database (ORD), a public repository of structured organic reaction records. The task is: describe an organic reaction: reactants, conditions, products, and yield Procedure details: To a solution of 4-[4-(methylsulfonyl)phenyl]-5-(tetrahydro-2H-pyran-4-yl)pent-1-en-3-one (1.97 g) in a mixed solvent of ethanol (20 mL) and tetrahydrofuran (20 mL) were added 5-({[tert-butyl(diphenyl)silyl]oxy}methyl)-1,3,4-thiadiazole-2-carbaldehyde (1.51 g), 3-benzyl-5-(2-hydroxyethyl)-4-methyl-1,3-thiazol-3-ium chloride (139 mg) and triethylamine (281 μL), and the mixture was stirred with heating under reflux for 30 min and cooled to room temperature. The reaction mixture was diluted with et... The reagents and catalysts are [Cl-].C(C1=CC=CC=C1)[N+]1=CSC(=C1C)CCO (3-benzyl-5-(2-hydroxyethyl)-4-methyl-1,3-thiazol-3-ium chloride). The solvent is C(C)N(CC)CC (triethylamine), C(C)(=O)OCC (ethyl acetate). Starting materials: CS(=O)(=O)C1=CC=C(C=C1)C(C(C=C)=O)CC1CCOCC1 (4-[4-(methylsulfonyl)phenyl]-5-(tetrahydro-2H-pyran-4-yl)pent-1-en-3-one), C(C)O (ethanol), O1CCCC1 (tetrahydrofuran), [Si](C1=CC=CC=C1)(C1=CC=CC=C1)(C(C)(C)C)OCC1=NN=C(S1)C=O (5-({[tert-butyl(diphenyl)silyl]oxy}methyl)-1,3,4-thiadiazole-2-carbaldehyde). As a reaction SMILES: [CH3:1][S:2]([C:5]1[CH:10]=[CH:9][C:8]([CH:11]([CH2:16][CH:17]2[CH2:22][CH2:21][O:20][CH2:19][CH2:18]2)[C:12](=[O:15])[CH:13]=[CH2:14])=[CH:7][CH:6]=1)(=[O:4])=[O:3].C(O)C.O1CCCC1.[Si:31]([O:48][CH2:49][C:50]1[S:54][C:53]([CH:55]=[O:56])=[N:52][N:51]=1)([C:44]([CH3:47])([CH3:46])[CH3:45])([C:38]1[CH:43]=[CH:42][CH:41]=[CH:40][CH:39]=1)[C:32]1[CH:37]=[CH:36][CH:35]=[CH:34][CH:33]=1>[Cl-].C([N+]1C(C)=C(CCO)SC=1)C1C=CC=CC=1.C(OCC)(=O)C.C(N(CC)CC)C>[Si:31]([O:48][CH2:49][C:50]1[S:54][C:53]([C:55](=[O:56])[CH2:14][CH2:13][C:12](=[O:15])[CH:11]([C:8]2[CH:7]=[CH:6][C:5]([S:2]([CH3:1])(=[O:4])=[O:3])=[CH:10][CH:9]=2)[CH2:16][CH:17]2[CH2:22][CH2:21][O:20][CH2:19][CH2:18]2)=[N:52][N:51]=1)([C:44]([CH3:45])([CH3:46])[CH3:47])([C:32]1[CH:37]=[CH:36][CH:35]=[CH:34][CH:33]=1)[C:38]1[CH:43]=[CH:42][CH:41]=[CH:40][CH:39]=1 |f:4.5|. Yields the product [Si](C1=CC=CC=C1)(C1=CC=CC=C1)(C(C)(C)C)OCC1=NN=C(S1)C(CCC(C(CC1CCOCC1)C1=CC=C(C=C1)S(=O)(=O)C)=O)=O (1-[5-({[tert-butyl(diphenyl)silyl]oxy}methyl)-1,3,4-thiadiazol-2-yl]-5-[4-(methylsulfonyl)phenyl]-6-(tetrahydro-2H-pyran-4-yl)hexane-1,4-dione). The yield is 70.1%. Starting materials: COC(C(CC1=CC(=CC=C1)OCCCBr)OC)=O (3-[3-(3-bromo-propoxy)-phenyl]-2-methoxy-propionic acid methyl ester), COC1=C(C=CC=C1)O (2-methoxyphenol), CO[C@H](C(=O)O)CC1=CC=C(C=C1)OCCCOC1=CC=CC=C1 ((2S)-2-methoxy-3-[4-(3-phenoxy-propoxy)-phenyl]-propionic acid). Yields the product COC(C(=O)O)CC1=CC(=CC=C1)OCCCOC1=C(C=CC=C1)OC (2-methoxy-3-{3-[3-(2-methoxy-phenoxy)-propoxy]-phenyl}-propionic acid). As a reaction SMILES: C[O:2][C:3](=[O:19])[CH:4]([O:17][CH3:18])[CH2:5][C:6]1[CH:11]=[CH:10][CH:9]=[C:8]([O:12][CH2:13][CH2:14][CH2:15]Br)[CH:7]=1.[CH3:20][O:21][C:22]1[CH:27]=[CH:26][CH:25]=[CH:24][C:23]=1[OH:28].CO[C@@H](CC1C=CC(OCCCOC2C=CC=CC=2)=CC=1)C(O)=O>>[CH3:18][O:17][CH:4]([CH2:5][C:6]1[CH:11]=[CH:10][CH:9]=[C:8]([O:12][CH2:13][CH2:14][CH2:15][O:28][C:23]2[CH:24]=[CH:25][CH:26]=[CH:27][C:22]=2[O:21][CH3:20])[CH:7]=1)[C:3]([OH:2])=[O:19]. Procedure details: The title compound was prepared from 3-[3-(3-bromo-propoxy)-phenyl]-2-methoxy-propionic acid methyl ester (Example 323, Step 1) and 2-methoxyphenol via the same procedure used for the preparation of (2S)-2-methoxy-3-[4-(3-phenoxy-propoxy)-phenyl]-propionic acid (Example 285, Step 1). The enatiomers were separated by chiral HPLC. MS (ES) for C20H24O6 [M+Na]+: 383.4. Starting materials: O=C(c1ncc[nH]1)c1ncc[nH]1, Nc1ccc(N2CCCCC2)cc1, CC(=O)N(C)C1CCN(c2ccc(N)cc2)C1. The product is CC(=O)N(C)C1CCN(c2ccc(NC(=O)Nc3ccc(N4CCCCC4)cc3)cc2)C1. RXN SMILES: [C:18](=[O:19])([c:20]1[nH:21][cH:22][cH:23][n:24]1)[c:25]1[nH:26][cH:27][cH:28][n:29]1.[N:30]1([c:36]2[cH:37][cH:38][c:39]([NH2:42])[cH:40][cH:41]2)[CH2:31][CH2:32][CH2:33][CH2:34][CH2:35]1.[NH2:1][c:2]1[cH:3][cH:4][c:5]([N:8]2[CH2:9][CH:10]([N:13]([C:14]([CH3:15])=[O:16])[CH3:17])[CH2:11][CH2:12]2)[cH:6][cH:7]1>>[NH:1]([c:2]1[cH:3][cH:4][c:5]([N:8]2[CH2:9][CH:10]([N:13]([C:14]([CH3:15])=[O:16])[CH3:17])[CH2:11][CH2:12]2)[cH:6][cH:7]1)[C:18](=[O:19])[NH:42][c:39]1[cH:38][cH:37][c:36]([N:30]2[CH2:31][CH2:32][CH2:33][CH2:34][CH2:35]2)[cH:41][cH:40]1. Reactants: COC(=O)Cc1ccc(-c2ccc(-c3nc(C(N)=O)c(C)nc3C)cc2Cl)c(Cl)c1, CC(C)(C)O, CCO, Cl, [K+], [OH-]. Product: Cc1nc(C)c(-c2ccc(-c3ccc(CC(=O)O)cc3Cl)c(Cl)c2)nc1C(N)=O. RXN SMILES: [C:3]([NH2:4])(=[O:5])[c:6]1[c:7]([CH3:32])[n:8][c:9]([CH3:31])[c:10](-[c:12]2[cH:13][c:14]([Cl:30])[c:15](-[c:18]3[c:19]([Cl:29])[cH:20][c:21]([CH2:24][C:25](=[O:26])[O:27][CH3:28])[cH:22][cH:23]3)[cH:16][cH:17]2)[n:11]1.[CH3:34][C:35]([OH:36])([CH3:37])[CH3:38].[CH3:39][CH2:40][OH:41].[ClH:33].[K+:2].[OH-:1]>>[C:3]([NH2:4])(=[O:5])[c:6]1[c:7]([CH3:32])[n:8][c:9]([CH3:31])[c:10](-[c:12]2[cH:13][c:14]([Cl:30])[c:15](-[c:18]3[c:19]([Cl:29])[cH:20][c:21]([CH2:24][C:25](=[O:26])[OH:27])[cH:22][cH:23]3)[cH:16][cH:17]2)[n:11]1. Starting materials: C1(=CC=CC=C1)C (toluene), C(C)(=O)OCCOCN1C=2N=C(NC(C2N=C1)=O)N (9-(2-Acetoxyethoxy)methylguanine), C(C)(=O)OC(C)=O (acetic anhydride), CCCCCC (Hexane). Reagents/catalysts: CN(C1=CC=NC=C1)C (4-dimethylaminopyridine). Run at temperature 120 celsius, time 3 hour. Yields the product C(C)(=O)OCCOCN1C=2N=C(NC(C2N=C1)=O)NC(C)=O (9-(2-acetoxyethoxy)methyl-N2 -acetylguanine). The yield is 79.0%. RXN SMILES: [C:1]([O:4][CH2:5][CH2:6][O:7][CH2:8][N:9]1[CH:17]=[N:16][C:15]2[C:14](=[O:18])[NH:13][C:12]([NH2:19])=[N:11][C:10]1=2)(=[O:3])[CH3:2].C1(C)C=CC=CC=1.CCCCCC.[C:33](OC(=O)C)(=[O:35])[CH3:34]>CN(C)C1C=CN=CC=1>[C:1]([O:4][CH2:5][CH2:6][O:7][CH2:8][N:9]1[CH:17]=[N:16][C:15]2[C:14](=[O:18])[NH:13][C:12]([NH:19][C:33](=[O:35])[CH3:34])=[N:11][C:10]1=2)(=[O:3])[CH3:2]. Procedure: 9-(2-Acetoxyethoxy)methylguanine (2 gms, 7.5 mmol) was dissolved in 15 ml of acetic anhydride. The mixture was heated to 120° C. and 0.1 gms (0.8 mmol) of 4-dimethylaminopyridine (DMAP) added. The reaction mixture was kept at 120° C. for 3 hours, then the mixture was cooled to 40° C. and 10 ml of toluene added. Hexane (20 ml) was added slowly to effect crystallization of the product. The solid was collected by filtration and washed with hexane, yielding 1.82 gms of 9-(2-acetoxyethoxy)methyl-N2 -...